This data is from the Open Reaction Database (ORD), a public repository of structured organic reaction records. The task is: describe an organic reaction: reactants, conditions, products, and yield Reactants: C(C)(C)(C)OC(=O)N1CCN(CC1)C(=O)C1=C(N(C2=CN=CC=C21)C2=CC=CC=C2)Cl (4-(2-Chloro-1-phenyl-1H-pyrrolo[2,3-c]pyridine-3-carbonyl)-piperazine-1-carboxylic acid tert-butyl ester), FC=1C=CC(=C(C1)O)C (5-fluoro-2-methylphenol). The product is C(C)(C)(C)OC(=O)N1CCN(CC1)C(=O)C1=C(N(C2=CN=CC=C21)C2=CC=CC=C2)OC2=C(C=CC(=C2)F)C (4-[2-(5-Fluoro-2-methyl-phenoxy)-1-phenyl-1H-pyrrolo[2,3-c]pyridine-3-carbonyl]-piperazine-1-carboxylic acid tert-butyl ester). As a reaction SMILES: [C:1]([O:5][C:6]([N:8]1[CH2:13][CH2:12][N:11]([C:14]([C:16]2[C:24]3[C:19](=[CH:20][N:21]=[CH:22][CH:23]=3)[N:18]([C:25]3[CH:30]=[CH:29][CH:28]=[CH:27][CH:26]=3)[C:17]=2Cl)=[O:15])[CH2:10][CH2:9]1)=[O:7])([CH3:4])([CH3:3])[CH3:2].[F:32][C:33]1[CH:34]=[CH:35][C:36]([CH3:40])=[C:37]([OH:39])[CH:38]=1>>[C:1]([O:5][C:6]([N:8]1[CH2:13][CH2:12][N:11]([C:14]([C:16]2[C:24]3[C:19](=[CH:20][N:21]=[CH:22][CH:23]=3)[N:18]([C:25]3[CH:30]=[CH:29][CH:28]=[CH:27][CH:26]=3)[C:17]=2[O:39][C:37]2[CH:38]=[C:33]([F:32])[CH:34]=[CH:35][C:36]=2[CH3:40])=[O:15])[CH2:10][CH2:9]1)=[O:7])([CH3:4])([CH3:3])[CH3:2]. Procedure: The crude title compound was prepared from the compound of example 16, step 5, (100 mg, 227 μmol) and 5-fluoro-2-methylphenol analogously as described in example 1, step 6. Reactants: O=C(c1ccccc1)C(Br)C(Br)c1ccccc1Cl, CN(C)C=O, CCCCCC, [H-], [Na+], O, c1nc[nH]n1. The product is O=C(C=C(c1ccccc1Cl)n1cncn1)c1ccccc1. As a reaction SMILES: [C:8]([c:9]1[cH:10][cH:11][cH:12][cH:13][cH:14]1)(=[O:15])[CH:16]([CH:17]([c:18]1[c:19]([Cl:24])[cH:20][cH:21][cH:22][cH:23]1)[Br:26])[Br:25].[CH3:28][N:29]([CH3:30])[CH:31]=[O:32].[CH3:33][CH2:34][CH2:35][CH2:36][CH2:37][CH3:38].[H-:6].[Na+:7].[OH2:27].[nH:1]1[n:2][cH:3][n:4][cH:5]1>>[n:1]1([C:17](=[CH:16][C:8]([c:9]2[cH:10][cH:11][cH:12][cH:13][cH:14]2)=[O:15])[c:18]2[c:19]([Cl:24])[cH:20][cH:21][cH:22][cH:23]2)[n:2][cH:3][n:4][cH:5]1.